Dataset: the Open Reaction Database (ORD), a public repository of structured organic reaction records. Task: describe an organic reaction: reactants, conditions, products, and yield Starting materials: CC=O, ClCCl, CCN(CC)CCCOc1ccc(-c2cn(-c3ccc(Oc4ccc(Cl)cc4)cc3)c(CC3CCNCC3)n2)cc1. The product is CCN(CC)CCCOc1ccc(-c2cn(-c3ccc(Oc4ccc(Cl)cc4)cc3)c(CC3CCN(CC)CC3)n2)cc1. RXN SMILES: [CH:42]([CH3:43])=[O:44].[Cl:45][CH2:46][Cl:47].[NH:1]1[CH2:2][CH2:3][CH:4]([CH2:7][c:8]2[n:9](-[c:28]3[cH:29][cH:30][c:31]([O:34][c:35]4[cH:36][cH:37][c:38]([Cl:41])[cH:39][cH:40]4)[cH:32][cH:33]3)[cH:10][c:11](-[c:13]3[cH:14][cH:15][c:16]([O:17][CH2:18][CH2:19][CH2:20][N:21]([CH2:22][CH3:23])[CH2:24][CH3:25])[cH:26][cH:27]3)[n:12]2)[CH2:5][CH2:6]1>>[N:1]1([CH2:42][CH3:43])[CH2:2][CH2:3][CH:4]([CH2:7][c:8]2[n:9](-[c:28]3[cH:29][cH:30][c:31]([O:34][c:35]4[cH:36][cH:37][c:38]([Cl:41])[cH:39][cH:40]4)[cH:32][cH:33]3)[cH:10][c:11](-[c:13]3[cH:14][cH:15][c:16]([O:17][CH2:18][CH2:19][CH2:20][N:21]([CH2:22][CH3:23])[CH2:24][CH3:25])[cH:26][cH:27]3)[n:12]2)[CH2:5][CH2:6]1. The reactants are OCC(O)CO (glycerol), C(C)O (ethanol), C(CCC)O (butanol). Yields the product C(CCO)O (1,3-propanediol), C(CCC)(=O)O.C(CCC)(=O)O (butyric acid (butyrate)), C(C(O)C)(=O)O.C(C(O)C)(=O)O (lactic acid (lactate)). RXN SMILES: [OH:1][CH2:2][CH:3]([CH2:5][OH:6])[OH:4].C([OH:9])C.[CH2:10]([OH:14])[CH2:11][CH2:12][CH3:13]>>[CH2:5]([OH:6])[CH2:3][CH2:2][OH:1].[C:10]([OH:9])(=[O:14])[CH2:11][CH2:12][CH3:13].[C:10]([OH:1])(=[O:14])[CH2:11][CH2:12][CH3:13].[C:5]([OH:6])(=[O:9])[CH:3]([CH3:2])[OH:4].[C:5]([OH:6])(=[O:9])[CH:3]([CH3:2])[OH:4] |f:4.5,6.7|. Procedure details: Both natural and recombinant clostridia produce 1,3-propanediol at a maximal yield of 0.55 g/g of glycerol due to the co-production of reduced compounds like butyric acid (butyrate), lactic acid (lactate), ethanol or butanol. To increase the yield of 1,3-propanediol production it is necessary to avoid the production of all the reduced co-products and associate the production of 1,3-propanediol to an oxidized co-product. Reactants: CC(C)(C)OC(=O)NCC1CCNCC1, CC(=O)O[BH-](OC(C)=O)OC(C)=O, COC(=O)N1CCC(C=O)CC1, CC(=O)O, ClCCl, [Na+]. Product: COC(=O)N1CCC(CN2CCC(CNC(=O)OC(C)(C)C)CC2)CC1. As a reaction SMILES: [C:1]([CH3:2])([CH3:3])([CH3:4])[O:5][C:6](=[O:7])[NH:8][CH2:9][CH:10]1[CH2:11][CH2:12][NH:13][CH2:14][CH2:15]1.[C:32]([O:33][BH-:34]([O:35][C:36](=[O:37])[CH3:38])[O:39][C:40](=[O:41])[CH3:42])(=[O:43])[CH3:44].[CH3:16][O:17][C:18](=[O:19])[N:20]1[CH2:21][CH2:22][CH:23]([CH:26]=[O:27])[CH2:24][CH2:25]1.[CH3:28][C:29](=[O:30])[OH:31].[Cl:46][CH2:47][Cl:48].[Na+:45]>>[C:1]([CH3:2])([CH3:3])([CH3:4])[O:5][C:6](=[O:7])[NH:8][CH2:9][CH:10]1[CH2:11][CH2:12][N:13]([CH2:26][CH:23]2[CH2:22][CH2:21][N:20]([C:18]([O:17][CH3:16])=[O:19])[CH2:25][CH2:24]2)[CH2:14][CH2:15]1. Reactants: [BH4-], CO, [Na+], NCCc1ccc(Oc2ccccc2)cc1, O=Cc1cccnc1. Yields the product c1ccc(Oc2ccc(CCNCc3cccnc3)cc2)cc1. As a reaction SMILES: [BH4-:25].[CH3:27][OH:28].[Na+:26].[O:9]([c:10]1[cH:11][cH:12][cH:13][cH:14][cH:15]1)[c:16]1[cH:17][cH:18][c:19]([CH2:20][CH2:21][NH2:22])[cH:23][cH:24]1.[n:1]1[cH:2][c:3]([CH:7]=[O:8])[cH:4][cH:5][cH:6]1>>[n:1]1[cH:2][c:3]([CH2:7][NH:22][CH2:21][CH2:20][c:19]2[cH:18][cH:17][c:16]([O:9][c:10]3[cH:11][cH:12][cH:13][cH:14][cH:15]3)[cH:24][cH:23]2)[cH:4][cH:5][cH:6]1. Reactants: BrC1=CC(=CC=C1)[N+](=O)[O-] (1-bromo-3-nitrobenzene), COC1=C(C(=CC=C1)OC)B(O)O (2,6-dimethoxyphenylboronic acid), C1(=CC=CC=C1)P(C1=CC=CC=C1)C1=CC=CC=C1 (triphenylphosphine), C(=O)([O-])[O-].[K+].[K+] (K2CO3). The reagents and catalysts are C(C)(=O)[O-].[Pd+2].C(C)(=O)[O-] (palladium(II) acetate). Solvent: CCO.O (EtOH H2O), COCCOC (DME). Reaction conditions: temperature 80 celsius, time 20 hour. The product is COC1=C(C(=CC=C1)OC)C1=CC(=CC=C1)[N+](=O)[O-] (2,6-dimethoxy-3′-nitro-biphenyl). RXN SMILES: Br[C:2]1[CH:7]=[CH:6][CH:5]=[C:4]([N+:8]([O-:10])=[O:9])[CH:3]=1.[CH3:11][O:12][C:13]1[CH:18]=[CH:17][CH:16]=[C:15]([O:19][CH3:20])[C:14]=1B(O)O.C1(P(C2C=CC=CC=2)C2C=CC=CC=2)C=CC=CC=1.C([O-])([O-])=O.[K+].[K+]>C([O-])(=O)C.[Pd+2].C([O-])(=O)C.CCO.O.COCCOC>[CH3:11][O:12][C:13]1[CH:18]=[CH:17][CH:16]=[C:15]([O:19][CH3:20])[C:14]=1[C:2]1[CH:7]=[CH:6][CH:5]=[C:4]([N+:8]([O-:10])=[O:9])[CH:3]=1 |f:3.4.5,6.7.8,9.10|. Procedure details: To 1-bromo-3-nitrobenzene (2.02 g, 10.0 mmol), 2,6-dimethoxyphenylboronic acid (2.70 g, 15.0 mmol), triphenylphosphine (0.52 g, 2.0 mmol), K2CO3 (4.14 g, 30.0 mmol) and palladium(II) acetate (0.009 g, 0.04 mmol) was added DME (80 mL) and EtOH/H2O (1:1, 20 mL). Argon gas was bubbled through the stirred reaction for 5 min. The reaction was stirred at 80° C. under argon for 20 h. The reaction was cooled to room temperature, concentrated, and H2O (60 mL) and dichloromethane (80 mL) were added. The l... Yields the product CC(C)(C)OC(=O)N1CCC(c2ccc(Br)s2)CC1. Reaction SMILES: [Br:1][N:2]1[C:3](=[O:4])[CH2:5][CH2:6][C:7]1=[O:8].[CH3:32][C:33]#[N:34].[Na+:31].[O-:27][C:28]([OH:29])=[O:30].[s:9]1[c:10]([CH:14]2[CH2:15][CH2:16][N:17]([C:20](=[O:21])[O:22][C:23]([CH3:24])([CH3:25])[CH3:26])[CH2:18][CH2:19]2)[cH:11][cH:12][cH:13]1>>[Br:1][c:13]1[s:9][c:10]([CH:14]2[CH2:15][CH2:16][N:17]([C:20](=[O:21])[O:22][C:23]([CH3:24])([CH3:25])[CH3:26])[CH2:18][CH2:19]2)[cH:11][cH:12]1. Starting materials: O=C1CCC(=O)N1Br, CC#N, [Na+], O=C([O-])O, CC(C)(C)OC(=O)N1CCC(c2cccs2)CC1.